From a dataset of the Open Reaction Database (ORD), a public repository of structured organic reaction records. describe an organic reaction: reactants, conditions, products, and yield The reactants are CC1=C(N=C(O1)C1=CC=CC=C1)COC1=CC=C(C=C1)CC(=O)O ([4-(5-methyl-2-phenyl-4-oxazolylmethoxy)phenyl]acetic acid), OC(CCC(=O)OC)C(C1=CC=CC=C1)=O (methyl 4-hydroxy-5-oxo-5-phenylpentanoate), Cl.C(C)N=C=NCCCN(C)C (1-ethyl-3-(dimethylaminopropyl)carbodiimide hydrochloride), Cl (hydrochloric acid). The reagents and catalysts are CN(C)C1=CC=NC=C1 (4-(N,N-dimethylamino)pyridine). Run in CN(C=O)C (N,N-dimethylformamide). Reaction conditions: time 18 hour. Yields the product CC1=C(N=C(O1)C1=CC=CC=C1)COC1=CC=C(C=C1)CC(=O)OC(CCC(=O)OC)C(C1=CC=CC=C1)=O (methyl 4-[4-(5-methyl-2-phenyl-4-oxazolylmethoxy)phenyl]acetoxy-5-oxo-5-phenylpentanoate). Isolated yield 88.3%. As a reaction SMILES: [CH3:1][C:2]1[O:6][C:5]([C:7]2[CH:12]=[CH:11][CH:10]=[CH:9][CH:8]=2)=[N:4][C:3]=1[CH2:13][O:14][C:15]1[CH:20]=[CH:19][C:18]([CH2:21][C:22]([OH:24])=[O:23])=[CH:17][CH:16]=1.O[CH:26]([C:33](=[O:40])[C:34]1[CH:39]=[CH:38][CH:37]=[CH:36][CH:35]=1)[CH2:27][CH2:28][C:29]([O:31][CH3:32])=[O:30].Cl.C(N=C=NCCCN(C)C)C.Cl>CN(C1C=CN=CC=1)C.CN(C)C=O>[CH3:1][C:2]1[O:6][C:5]([C:7]2[CH:8]=[CH:9][CH:10]=[CH:11][CH:12]=2)=[N:4][C:3]=1[CH2:13][O:14][C:15]1[CH:16]=[CH:17][C:18]([CH2:21][C:22]([O:24][CH:26]([C:33](=[O:40])[C:34]2[CH:35]=[CH:36][CH:37]=[CH:38][CH:39]=2)[CH2:27][CH2:28][C:29]([O:31][CH3:32])=[O:30])=[O:23])=[CH:19][CH:20]=1 |f:2.3|. Procedure: A mixture of [4-(5-methyl-2-phenyl-4-oxazolylmethoxy)phenyl]acetic acid (1.00 g), methyl 4-hydroxy-5-oxo-5-phenylpentanoate (687 mg), 1-ethyl-3-(dimethylaminopropyl)carbodiimide hydrochloride (water-soluble carbodiimide; hereinafter to be referred to as WSC) (711 mg), 4-(N,N-dimethylamino)pyridine (75.5 mg) and N,N-dimethylformamide (10 ml) was stirred at room temperature for 18 hrs, and the reaction mixture was poured into 1N hydrochloric acid and the mixture was extracted with ethyl acetate. T... The reactants are C(C1=CC=CC=C1)OC(=O)Cl (benzyloxycarbonyl chloride), O (water), C([O-])([O-])=O.[K+].[K+] (potassium carbonate), N1CCC(C2=CC=CC=C12)=O (2,3-dihydro-4-quinolone). Solvent: O1CCCC1 (tetrahydrofuran), C(C)(=O)OCC (Ethyl acetate). Reaction conditions: temperature 25 celsius, time 24 hour. Product: C(C1=CC=CC=C1)OC(=O)N1CCC(C2=CC=CC=C12)=O (1-benzyloxycarbonyl-2,3-dihydro-4-quinolone). Isolated yield 93.0%. Reaction SMILES: [NH:1]1[C:10]2[C:5](=[CH:6][CH:7]=[CH:8][CH:9]=2)[C:4](=[O:11])[CH2:3][CH2:2]1.[CH2:12]([O:19][C:20](Cl)=[O:21])[C:13]1[CH:18]=[CH:17][CH:16]=[CH:15][CH:14]=1.O.C(=O)([O-])[O-].[K+].[K+]>O1CCCC1.C(OCC)(=O)C>[CH2:12]([O:19][C:20]([N:1]1[C:10]2[C:5](=[CH:6][CH:7]=[CH:8][CH:9]=2)[C:4](=[O:11])[CH2:3][CH2:2]1)=[O:21])[C:13]1[CH:18]=[CH:17][CH:16]=[CH:15][CH:14]=1 |f:3.4.5|. Procedure details: In 20 mL of tetrahydrofuran was dissolved 5.04 g of 2,3-dihydro-4-quinolone at 25° C., then, to the solution were added 5.6 mL of benzyloxycarbonyl chloride, 15 mL of water and 4.73 g of potassium carbonate under ice-cooling, and said mixture was stirred at 25° C. for 24 hours. Ethyl acetate was added to the reaction mixture, and the organic layer was separated, dried over anhydrous magnesium sulfate, and then, filtered. The filtrate was concentrated, and the residue was dissolved in 35 mL of is...